describe an organic reaction: reactants, conditions, products, and yield From a dataset of the Open Reaction Database (ORD), a public repository of structured organic reaction records. The reactants are ice, NC1CCN(CC1)CC1=CC=CC=C1 (4-amino-1-(phenylmethyl)piperidine), C1=2C(=O)OC(NC1=CC=CC2)=O (isatoic acid anhydride). Run in C(C)O (ethanol), O1CCCC1 (tetrahydrofuran). Product: NC1=C(C(=O)NC2CCN(CC2)CC2=CC=CC=C2)C=CC=C1 (2-amino-N-[1-(phenylmethyl)-4-piperidinyl]-benzamide). Isolated yield 68.3%. RXN SMILES: [NH2:1][CH:2]1[CH2:7][CH2:6][N:5]([CH2:8][C:9]2[CH:14]=[CH:13][CH:12]=[CH:11][CH:10]=2)[CH2:4][CH2:3]1.[C:15]12[C:21](=[CH:22][CH:23]=[CH:24][CH:25]=1)[NH:20]C(=O)O[C:16]2=[O:17]>O1CCCC1.C(O)C>[NH2:20][C:21]1[CH:22]=[CH:23][CH:24]=[CH:25][C:15]=1[C:16]([NH:1][CH:2]1[CH2:7][CH2:6][N:5]([CH2:8][C:9]2[CH:14]=[CH:13][CH:12]=[CH:11][CH:10]=2)[CH2:4][CH2:3]1)=[O:17]. Procedure: To an ice-cold solution of 28 ml (134 mmol) of 4-amino-1-(phenylmethyl)piperidine in 200 ml of tetrahydrofuran were added, batchwise, 21.9 g (134 mmol) of isatoic acid anhydride. The resulting suspension was stirred for 2½ hours at room temperature and 2½ hours at reflux temperature, then freed from solvent. The residue was dissolved in 100 ml of hot ethanol, the resulting solution was filtered whilst hot after the addition of 5 g of activated charcoal. The crystal mass precipitated after coolin... Starting materials: Cl.Cl.NC1=CC(=C(C(=O)NCC2CCNCC2)C=C1Cl)OC (4-Amino-5-chloro-2-methoxy-N-(piperidin-4-ylmethyl)benzamide dihydrochloride), BrCCCCCC(=O)C1=CC=C(C=C1)[N+](=O)[O-] (6-bromo-1-(4-nitrophenyl)-1-hexanone). The product is NC1=CC(=C(C(=O)NCC2CCN(CC2)CCCCCC(=O)C2=CC=C(C=C2)[N+](=O)[O-])C=C1Cl)OC (4-amino-5-chloro-2-methoxy-N-((1-(6-(4-nitrophenyl)-6-oxohexyl)-piperidin-4-yl)methyl)benzamide). RXN SMILES: Cl.Cl.[NH2:3][C:4]1[C:19]([Cl:20])=[CH:18][C:7]([C:8]([NH:10][CH2:11][CH:12]2[CH2:17][CH2:16][NH:15][CH2:14][CH2:13]2)=[O:9])=[C:6]([O:21][CH3:22])[CH:5]=1.Br[CH2:24][CH2:25][CH2:26][CH2:27][CH2:28][C:29]([C:31]1[CH:36]=[CH:35][C:34]([N+:37]([O-:39])=[O:38])=[CH:33][CH:32]=1)=[O:30]>>[NH2:3][C:4]1[C:19]([Cl:20])=[CH:18][C:7]([C:8]([NH:10][CH2:11][CH:12]2[CH2:13][CH2:14][N:15]([CH2:24][CH2:25][CH2:26][CH2:27][CH2:28][C:29]([C:31]3[CH:32]=[CH:33][C:34]([N+:37]([O-:39])=[O:38])=[CH:35][CH:36]=3)=[O:30])[CH2:16][CH2:17]2)=[O:9])=[C:6]([O:21][CH3:22])[CH:5]=1 |f:0.1.2|. Reported procedure: 4-Amino-5-chloro-2-methoxy-N-(piperidin-4-ylmethyl)benzamide dihydrochloride as starting compound and 6-bromo-1-(4-nitrophenyl)-1-hexanone are reacted and treated in the same manner as in Example 199 to give 4-amino-5-chloro-2-methoxy-N-((1-(6-(4-nitrophenyl)-6-oxohexyl)-piperidin-4-yl)methyl)benzamide. The solvent is N1=CC=CC=C1 (pyridine). As a reaction SMILES: [CH3:1][O:2][C:3]1[CH:8]=[CH:7][C:6]([S:9](Cl)(=[O:11])=[O:10])=[CH:5][CH:4]=1.[NH2:13][C:14]1[CH:15]=[C:16]([CH:26]=[CH:27][C:28]=1[O:29][CH3:30])[C:17]([NH:19][C:20]1[CH:25]=[CH:24][CH:23]=[CH:22][CH:21]=1)=[O:18]>N1C=CC=CC=1>[CH3:1][O:2][C:3]1[CH:8]=[CH:7][C:6]([S:9]([NH:13][C:14]2[CH:15]=[C:16]([CH:26]=[CH:27][C:28]=2[O:29][CH3:30])[C:17]([NH:19][C:20]2[CH:25]=[CH:24][CH:23]=[CH:22][CH:21]=2)=[O:18])(=[O:11])=[O:10])=[CH:5][CH:4]=1. Reported procedure: A mixture of 4-methoxybenzenesulfonyl chloride (2.21 g, 10.0 mmol), 3-amino-4-methoxy-N-phenyl-benzamide (2.43 g, 10.0 mmol) and pyridine (25 mL) was allowed to stand at room temperature until thin layer chromatography indicated the reaction to be complete. The mixture was then partitioned between water (400 mL) and ethyl acetate (400 mL). The layers were separated and the organic layer washed with water (2×400 mL), 1N HCL (100 mL), and brine (100 mL) dried (magnesium sulfate), filtered and stri... Product: COC1=CC=C(C=C1)S(=O)(=O)NC=1C=C(C(=O)NC2=CC=CC=C2)C=CC1OC (3-(4-Methoxy-benzenesulfonylamino)-4-methoxy-N-phenyl-benzamide). Yield: 91.0%. Reactants: COC1=CC=C(C=C1)S(=O)(=O)Cl (4-methoxybenzenesulfonyl chloride), NC=1C=C(C(=O)NC2=CC=CC=C2)C=CC1OC (3-amino-4-methoxy-N-phenyl-benzamide).